From a dataset of the Open Reaction Database (ORD), a public repository of structured organic reaction records. describe an organic reaction: reactants, conditions, products, and yield Reactants: NC1=C(C=C(C(=O)O)C=C1)[N+](=O)[O-] (4-amino-3-nitro-benzoic acid), S(=O)(Cl)Cl (thionyl chloride). Reaction SMILES: [NH2:1][C:2]1[CH:10]=[CH:9][C:5]([C:6](O)=[O:7])=[CH:4][C:3]=1[N+:11]([O-:13])=[O:12].S(Cl)([Cl:16])=O>ClCCl>[NH2:1][C:2]1[CH:10]=[CH:9][C:5]([C:6]([Cl:16])=[O:7])=[CH:4][C:3]=1[N+:11]([O-:13])=[O:12]. Yields the product NC1=C(C=C(C(=O)Cl)C=C1)[N+](=O)[O-] (4-Amino-3-nitro-benzoyl chloride). Procedure: A mixture of 4-amino-3-nitro-benzoic acid (12.0 g, 65.9 mmol) in 300 mL dichloromethane with 12 mL thionyl chloride was refluxed for 2.5 h, and concentrated to dryness i. vac. The residue was further reacted without further purification. The solvent is ClCCl (dichloromethane). The reactants are C(C)(C)(C)OC(N[C@@H]1CC[C@H](CC1)C=CS(=O)(=O)C)=O (Trans [4-(2-methanesulfonyl-vinyl)-cyclohexyl]-carbamic acid tert-butyl ester), C(=O)[O-].[NH4+] (ammonium formate). The reagents and catalysts are [Pd] (palladium on carbon), [Pd] (palladium on carbon). Solvent: C(C)O (ethanol). Reaction conditions: temperature 90 celsius. Yields the product C(C)(C)(C)OC(N[C@@H]1CC[C@H](CC1)CCS(=O)(=O)C)=O (trans [4-(2-methanesulfonyl-ethyl)-cyclohexyl]-carbamic acid tert-butyl ester). The yield is 92.1%. RXN SMILES: [C:1]([O:5][C:6](=[O:20])[NH:7][C@H:8]1[CH2:13][CH2:12][C@H:11]([CH:14]=[CH:15][S:16]([CH3:19])(=[O:18])=[O:17])[CH2:10][CH2:9]1)([CH3:4])([CH3:3])[CH3:2].C([O-])=O.[NH4+]>C(O)C.[Pd]>[C:1]([O:5][C:6](=[O:20])[NH:7][C@H:8]1[CH2:13][CH2:12][C@H:11]([CH2:14][CH2:15][S:16]([CH3:19])(=[O:17])=[O:18])[CH2:10][CH2:9]1)([CH3:3])([CH3:4])[CH3:2] |f:1.2|. Procedure details: Trans [4-(2-methanesulfonyl-vinyl)-cyclohexyl]-carbamic acid tert-butyl ester (1.00 g, 3.30 mmol) was dissolved in ethanol (15 mL, IMS grade) and 10% palladium on carbon (100 mg) was added, followed by ammonium formate (1.25 g, 19.8 mmol). The mixture was heated at 90° C. for 45 min, then cooled to room temperature. A further 100 mg palladium on carbon was added and the mixture was heated at 95° C. for 16 h. The mixture was cooled to room temperature then filtered and concentrated under vacuum. ... Reactants: CN(C(=O)NC1=CC(=C(C=C1)Cl)Cl)CSC (N-methyl-N-(2-thiapropyl)-N'-(3,4-dichlorophenyl)-urea), ClC1=CC(=CC=C1)C(=O)OO (m-chloroperbenzoic acid). Solvent: C(Cl)Cl (methylene chloride), C(Cl)Cl (methylene chloride). Reaction conditions: time 0.5 hour. The product is ClC=1C=C(C(=O)O)C=CC1 (m-chlorobenzoic acid). Reaction SMILES: CN(CSC)C(NC1C=CC(Cl)=C(Cl)C=1)=O.[Cl:17][C:18]1[CH:23]=[CH:22][CH:21]=[C:20]([C:24]([O:26]O)=[O:25])[CH:19]=1>C(Cl)Cl>[Cl:17][C:18]1[CH:19]=[C:20]([CH:21]=[CH:22][CH:23]=1)[C:24]([OH:26])=[O:25]. Procedure details: A solution of 27 g of N-methyl-N-(2-thiapropyl)-N'-(3,4-dichlorophenyl)-urea in 250 ml of methylene chloride was added at 10° C. to a solution of 34.5 g of m-chloroperbenzoic acid in 520 ml of methylene chloride and the mixture was stirred at room temperature for 3 1/2 hours. The precipitate was filtered off and the filtrate was distilled to dryness under reduced pressure. The residue was dissolved in ethyl acetate and the m-chlorobenzoic acid formed was removed by filtration. The organic filtra... The reactants are C(=O)C1=CC=C(C(=O)NC2=C(C=CC=C2)NC(OC(C)(C)C)=O)C=C1 (t-Butyl [2-(4-formyl-benzoylamino)-phenyl]-carbamate), C1(=CC=CC=C1)P(C1=CC=CC=C1)(C1=CC=CC=C1)=CC(=O)OC (methyl (triphenyl-phosphoranylidene)acetate), C1(=CC=CC=C1)C (toluene). Conditions: temperature 90 celsius, time 2 day. Product: C(C)(C)(C)OC(=O)NC1=C(C=CC=C1)NC(=O)C1=CC=C(C=C1)C=CC(=O)OC (Methyl 3-[4-(2-t-butoxycarbonylamino-phenylcarbamoyl)-phenyl]-acrylate). Yield: 97.0%. As a reaction SMILES: C([C:3]1[CH:25]=[CH:24][C:6]([C:7]([NH:9][C:10]2[CH:15]=[CH:14][CH:13]=[CH:12][C:11]=2[NH:16][C:17](=[O:23])[O:18][C:19]([CH3:22])([CH3:21])[CH3:20])=[O:8])=[CH:5][CH:4]=1)=O.C1(P(=[CH:45][C:46]([O:48][CH3:49])=[O:47])(C2C=CC=CC=2)C2C=CC=CC=2)C=CC=CC=1.[C:50]1(C)C=CC=CC=1>>[C:19]([O:18][C:17]([NH:16][C:11]1[CH:12]=[CH:13][CH:14]=[CH:15][C:10]=1[NH:9][C:7]([C:6]1[CH:24]=[CH:25][C:3]([CH:50]=[CH:45][C:46]([O:48][CH3:49])=[O:47])=[CH:4][CH:5]=1)=[O:8])=[O:23])([CH3:20])([CH3:22])[CH3:21]. Reported procedure: A stirred suspension of compound XI (500 mg, 1.47 mmol), methyl (triphenyl-phosphoranylidene)acetate (590 mg, 1.76 mmol) in anhydrous toluene (20 ml) was heated at 90° C. under nitrogen. After 2 days, the reaction mixture was concentrated and directly purified by flash chromatography on silica gel (AcOEt/hexane:30/70→40/60) to afford the title compound XII (568 mg, 1.43 mmol, 97% yield) as a pale yellow foam. 1H NMR (300 MHz, CDCl3) δ(ppm): 9.32 (bs, 1H), AB system (δA=7.99, δB=7.62, J=8.4 Hz, 4... Reactants: BrC1=C(OCC(=O)OC(C)(C)C)C=CC(=C1)CCC(C=1SC(=CC1)C1=CC=C(C=C1)C(F)(F)F)=O (tert-butyl 2-(2-bromo-4-(3-oxo-3-(5-(4-(trifluoromethyl)phenyl)thien-2-yl)propyl)phenoxy)acetate), FC(C(=O)O)(F)F (trifluoroacetic acid). Product: BrC1=C(OCC(=O)O)C=CC(=C1)CCC(C=1SC(=CC1)C1=CC=C(C=C1)C(F)(F)F)=O (2-(2-Bromo-4-(3-oxo-3-(5-(4-(trifluoromethyl)phenyl)thien-2-yl)propyl)-phenoxy)acetic acid). RXN SMILES: [Br:1][C:2]1[CH:16]=[C:15]([CH2:17][CH2:18][C:19](=[O:35])[C:20]2[S:21][C:22]([C:25]3[CH:30]=[CH:29][C:28]([C:31]([F:34])([F:33])[F:32])=[CH:27][CH:26]=3)=[CH:23][CH:24]=2)[CH:14]=[CH:13][C:3]=1[O:4][CH2:5][C:6]([O:8]C(C)(C)C)=[O:7].FC(F)(F)C(O)=O>>[Br:1][C:2]1[CH:16]=[C:15]([CH2:17][CH2:18][C:19](=[O:35])[C:20]2[S:21][C:22]([C:25]3[CH:26]=[CH:27][C:28]([C:31]([F:34])([F:33])[F:32])=[CH:29][CH:30]=3)=[CH:23][CH:24]=2)[CH:14]=[CH:13][C:3]=1[O:4][CH2:5][C:6]([OH:8])=[O:7]. Procedure details: 2-(2-Bromo-4-(3-oxo-3-(5-(4-(trifluoromethyl)phenyl)thien-2-yl)propyl)-phenoxy)acetic acid is prepared from tert-butyl 2-(2-bromo-4-(3-oxo-3-(5-(4-(trifluoromethyl)phenyl)thien-2-yl)propyl)phenoxy)acetate according to general procedure E using 17 equivalents of trifluoroacetic acid. The reactants are CC(C)(C)OC(=O)N1CCC(=O)CC1, CO, [K+], [OH-], O, c1cnc2[nH]ccc2c1. Yields the product CC(C)(C)OC(=O)N1CC=C(c2c[nH]c3ncccc23)CC1. As a reaction SMILES: [C:10]([CH3:11])([CH3:12])([CH3:13])[O:14][C:15](=[O:16])[N:17]1[CH2:18][CH2:19][C:20](=[O:23])[CH2:21][CH2:22]1.[CH3:27][OH:28].[K+:25].[OH-:24].[OH2:26].[nH:1]1[cH:2][cH:3][c:4]2[c:5]1[n:6][cH:7][cH:8][cH:9]2>>[nH:1]1[cH:2][c:3]([C:20]2=[CH:19][CH2:18][N:17]([C:15]([O:14][C:10]([CH3:11])([CH3:12])[CH3:13])=[O:16])[CH2:22][CH2:21]2)[c:4]2[c:5]1[n:6][cH:7][cH:8][cH:9]2. Starting materials: C(C1=CC=CC=C1)OC1=CC(=C(C(=O)OC)C=C1)O (methyl 4-benzyloxy-2-hydroxybenzoate), C(C)(C)(C)OC(=O)N1CCC(CC1)O (N-tert-butoxycarbonyl-4-hydroxy-piperidine), C1(=CC=CC=C1)P(C1=CC=CC=C1)C1=CC=CC=C1 (triphenylphosphine). Yields the product C(C1=CC=CC=C1)OC1=CC(=C(C(=O)OC)C=C1)OC1CCNCC1 (Methyl 4-benzyloxy-2-(piperidin-4-yloxy)benzoate). As a reaction SMILES: [CH2:1]([O:8][C:9]1[CH:18]=[CH:17][C:12]([C:13]([O:15][CH3:16])=[O:14])=[C:11]([OH:19])[CH:10]=1)[C:2]1[CH:7]=[CH:6][CH:5]=[CH:4][CH:3]=1.C(OC([N:27]1[CH2:32][CH2:31][CH:30](O)[CH2:29][CH2:28]1)=O)(C)(C)C.C1(P(C2C=CC=CC=2)C2C=CC=CC=2)C=CC=CC=1>>[CH2:1]([O:8][C:9]1[CH:18]=[CH:17][C:12]([C:13]([O:15][CH3:16])=[O:14])=[C:11]([O:19][CH:30]2[CH2:31][CH2:32][NH:27][CH2:28][CH2:29]2)[CH:10]=1)[C:2]1[CH:3]=[CH:4][CH:5]=[CH:6][CH:7]=1. Reported procedure: Using methods substantially equivalent to those described in Example 1-C, methyl 4-benzyloxy-2-hydroxybenzoate (2.0 g, 8.1 mmol), N-tert-butoxycarbonyl-4-hydroxy-piperidine (1.6 g, 8.1 mmol), triphenylphosphine (2.1 g, 8.1 mmol), and diethyl azodicarboxyalte (1.3 mL, 8.1 mmol) afforded, after purification by chromatography (SiO2: 5 to 15% EtOAc in hexanes), 2.57 g (74%) of the title compound.